This data is from the Open Reaction Database (ORD), a public repository of structured organic reaction records. The task is: describe an organic reaction: reactants, conditions, products, and yield Reactants: FC=1C=CC(=C(C1)[C@@H]1N(CCC1)C1=NC=2N(C=C1)N=CC2C(=O)OCC)O ((R)-ethyl 5-(2-(5-fluoro-2-hydroxyphenyl)pyrrolidin-1-yl)pyrazolo[1,5-a]pyrimidine-3-carboxylate), BrCCCN1C(C2=CC=CC=C2C1=O)=O (2-(3-bromopropyl)isoindoline-1,3-dione), C(=O)([O-])[O-].[K+].[K+] (K2CO3). Solvent: CN(C)C=O (DMF). Run at time 15 hour. The product is O=C1N(C(C2=CC=CC=C12)=O)CCCOC1=C(C=C(C=C1)F)[C@@H]1N(CCC1)C1=NC=2N(C=C1)N=CC2C(=O)OCC ((R)-ethyl 5-(2-(2-(3-(1,3-dioxoisoindolin-2-yl)propoxy)-5-fluorophenyl)pyrrolidin-1-yl)pyrazolo[1,5-a]pyrimidine-3-carboxylate). Isolated yield 47.9%. RXN SMILES: [F:1][C:2]1[CH:3]=[CH:4][C:5]([OH:27])=[C:6]([C@H:8]2[CH2:12][CH2:11][CH2:10][N:9]2[C:13]2[CH:18]=[CH:17][N:16]3[N:19]=[CH:20][C:21]([C:22]([O:24][CH2:25][CH3:26])=[O:23])=[C:15]3[N:14]=2)[CH:7]=1.Br[CH2:29][CH2:30][CH2:31][N:32]1[C:40](=[O:41])[C:39]2[C:34](=[CH:35][CH:36]=[CH:37][CH:38]=2)[C:33]1=[O:42].C([O-])([O-])=O.[K+].[K+]>CN(C=O)C>[O:42]=[C:33]1[C:34]2[C:39](=[CH:38][CH:37]=[CH:36][CH:35]=2)[C:40](=[O:41])[N:32]1[CH2:31][CH2:30][CH2:29][O:27][C:5]1[CH:4]=[CH:3][C:2]([F:1])=[CH:7][C:6]=1[C@H:8]1[CH2:12][CH2:11][CH2:10][N:9]1[C:13]1[CH:18]=[CH:17][N:16]2[N:19]=[CH:20][C:21]([C:22]([O:24][CH2:25][CH3:26])=[O:23])=[C:15]2[N:14]=1 |f:2.3.4|. Procedure: A suspension of (R)-ethyl 5-(2-(5-fluoro-2-hydroxyphenyl)pyrrolidin-1-yl)pyrazolo[1,5-a]pyrimidine-3-carboxylate (280 mg, 0.756 mmol), 2-(3-bromopropyl)isoindoline-1,3-dione (263 mg, 0.983 mmol) and K2CO3 (104 mg, 0.756 mmol) in DMF (0.4 mL) was stirred at ambient temperature for 15 hours. The reaction was directly purified by reverse-phase column chromatography (5-80% acetonitrile/H2O) to afford (R)-ethyl 5-(2-(2-(3-(1,3-dioxoisoindolin-2-yl)propoxy)-5-fluorophenyl)pyrrolidin-1-yl)pyrazolo[1,5-... Reactants: ClC=1C(=C(C(=O)N[C@H]2[C@@H](CCCC2)O)C=C(C1C(F)(F)F)CC1=CC=C(C=C1)N1N=CC=C1)C=C (rac-3-chloro-2-ethenyl-N-(trans-2-hydroxycyclohexyl)-5-[4-(1H-pyrazol-1-yl)benzyl]-4-(trifluoromethyl)benzamide), CC(=O)C (acetone), C(C)#N (acetonitrile), I(=O)(=O)(=O)[O-].[Na+] (sodium periodate). Reagents/catalysts: O.O.[O-][Os](=O)(=O)[O-].[K+].[K+] (potassium osmate(VI) dihydrate). The solvent is S(=S)(=O)([O-])[O-].[Na+].[Na+] (sodium thiosulfate), O (water). Reaction conditions: time 16 hour. The product is ClC1=C2C(N(C(C2=CC(=C1C(F)(F)F)CC1=CC=C(C=C1)N1N=CC=C1)=O)[C@H]1[C@@H](CCCC1)O)O (rac-4-chloro-3-hydroxy-2-[trans-2-hydroxycyclohexyl]-6-[4-(1H-pyrazol-1-yl)benzyl]-5-(trifluoromethyl)-2,3-dihydro-1H-isoindol-1-one). Reaction SMILES: [Cl:1][C:2]1[C:3]([CH:34]=C)=[C:4]([CH:15]=[C:16]([CH2:22][C:23]2[CH:28]=[CH:27][C:26]([N:29]3[CH:33]=[CH:32][CH:31]=[N:30]3)=[CH:25][CH:24]=2)[C:17]=1[C:18]([F:21])([F:20])[F:19])[C:5]([NH:7][C@@H:8]1[CH2:13][CH2:12][CH2:11][CH2:10][C@H:9]1[OH:14])=[O:6].CC(C)=[O:38].C(#N)C.I([O-])(=O)(=O)=O.[Na+]>S([O-])([O-])(=O)=S.[Na+].[Na+].O.O.[O-][Os]([O-])(=O)=O.[K+].[K+].O>[Cl:1][C:2]1[C:17]([C:18]([F:20])([F:21])[F:19])=[C:16]([CH2:22][C:23]2[CH:24]=[CH:25][C:26]([N:29]3[CH:33]=[CH:32][CH:31]=[N:30]3)=[CH:27][CH:28]=2)[CH:15]=[C:4]2[C:3]=1[CH:34]([OH:38])[N:7]([C@@H:8]1[CH2:13][CH2:12][CH2:11][CH2:10][C@H:9]1[OH:14])[C:5]2=[O:6] |f:3.4,5.6.7,8.9.10.11.12|. Procedure: To a solution of rac-3-chloro-2-ethenyl-N-(trans-2-hydroxycyclohexyl)-5-[4-(1H-pyrazol-1-yl)benzyl]-4-(trifluoromethyl)benzamide (0.07 g) in a mixed solvent of acetone (2.00 mL)-acetonitrile (2.00 mL)-water (2.00 ml) were added potassium osmate(VI) dihydrate (4.00 mg) and sodium periodate (0.08 g), and the mixture was stirred for 16 hr. The reaction mixture was diluted with aqueous sodium thiosulfate solution, and the mixture was extracted with ethyl acetate. The organic layer was dried over anh...